The task is: describe an organic reaction: reactants, conditions, products, and yield. This data is from the Open Reaction Database (ORD), a public repository of structured organic reaction records. The reactants are CO, COc1ccc(S(=O)(=O)c2ccc(Cl)cc2)cc1C1CCN(C(=O)C(F)(F)F)CC1, [Na+], [OH-], O. The product is COc1ccc(S(=O)(=O)c2ccc(Cl)cc2)cc1C1CCNCC1. Reaction SMILES: [CH3:34][OH:35].[Cl:1][c:2]1[cH:3][cH:4][c:5]([S:8](=[O:9])(=[O:10])[c:11]2[cH:12][cH:13][c:14]([O:29][CH3:30])[c:15]([CH:17]3[CH2:18][CH2:19][N:20]([C:23](=[O:24])[C:25]([F:26])([F:27])[F:28])[CH2:21][CH2:22]3)[cH:16]2)[cH:6][cH:7]1.[Na+:32].[OH-:31].[OH2:33]>>[Cl:1][c:2]1[cH:3][cH:4][c:5]([S:8](=[O:9])(=[O:10])[c:11]2[cH:12][cH:13][c:14]([O:29][CH3:30])[c:15]([CH:17]3[CH2:18][CH2:19][NH:20][CH2:21][CH2:22]3)[cH:16]2)[cH:6][cH:7]1.